Dataset: the Open Reaction Database (ORD), a public repository of structured organic reaction records. Task: describe an organic reaction: reactants, conditions, products, and yield Starting materials: ClC1=CC(=C(C=C1)C1=NC=NC2=CC(=CC=C12)S(=O)(=O)OC1=C(C(=C(C(=C1F)F)F)F)F)OC (perfluorophenyl 4-(4-chloro-2-methoxyphenyl)quinazoline-7-sulfonate), N1=CN=C(C=C1)N (pyrimidin-4-amine), [Li+].C[Si](C)(C)[N-][Si](C)(C)C (LHMDS). Run in C1CCOC1 (THF). Reaction conditions: temperature 0 celsius, time 30 minute. Product: ClC1=CC(=C(C=C1)C1=NC=NC2=CC(=CC=C12)S(=O)(=O)NC1=NC=NC=C1)OC (4-(4-chloro-2-methoxyphenyl)-N-(pyrimidin-4-yl)quinazoline-7-sulfonamide). RXN SMILES: [Cl:1][C:2]1[CH:7]=[CH:6][C:5]([C:8]2[C:17]3[C:12](=[CH:13][C:14]([S:18](OC4C(F)=C(F)C(F)=C(F)C=4F)(=[O:20])=[O:19])=[CH:15][CH:16]=3)[N:11]=[CH:10][N:9]=2)=[C:4]([O:33][CH3:34])[CH:3]=1.[N:35]1[CH:40]=[CH:39][C:38]([NH2:41])=[N:37][CH:36]=1.[Li+].C[Si]([N-][Si](C)(C)C)(C)C>C1COCC1>[Cl:1][C:2]1[CH:7]=[CH:6][C:5]([C:8]2[C:17]3[C:12](=[CH:13][C:14]([S:18]([NH:41][C:38]4[CH:39]=[CH:40][N:35]=[CH:36][N:37]=4)(=[O:20])=[O:19])=[CH:15][CH:16]=3)[N:11]=[CH:10][N:9]=2)=[C:4]([O:33][CH3:34])[CH:3]=1 |f:2.3|. Procedure details: A flask was charged with perfluorophenyl 4-(4-chloro-2-methoxyphenyl)quinazoline-7-sulfonate (Intermediate AAAAAA; 1.0 g, 1.935 mmol), pyrimidin-4-amine (0.193 g, 2.032 mmol), and THF (19.35 ml) and cooled to 0° C. LHMDS (1.0M in THF) (4.06 ml, 4.06 mmol) was added drop wise and the reaction was stirred for 30 minutes. The reaction was quenched with saturated ammonium chloride solution, diluted with ethyl acetate and washed with water. The aqueous layer was extracted with ethyl acetate, and the ... Starting materials: C(C)S(=O)(=O)N (ethyl sulphonamide), [N+](=O)([O-])C=1C=C(C(=O)O)C=CC1 (3-nitrobenzoic acid), Cl.CN(CCCN=C=NCC)C (1-[3-(dimethylamino)propyl]-3-ethyl carbodiimide hydrochloride). Reagents/catalysts: CN(C1=CC=NC=C1)C (4-dimethylaminopyridine). Solvent: ClCCl (dichloromethane). Product: C(C)S(=O)(=O)NC(=O)C1=CC(=CC=C1)[N+](=O)[O-] (1-(Ethylsulphonylaminocarbonyl)-3-nitrobenzene). Yield: 84.5%. RXN SMILES: [CH2:1]([S:3]([NH2:6])(=[O:5])=[O:4])[CH3:2].[N+:7]([C:10]1[CH:11]=[C:12]([CH:16]=[CH:17][CH:18]=1)[C:13](O)=[O:14])([O-:9])=[O:8].Cl.CN(C)CCCN=C=NCC>CN(C)C1C=CN=CC=1.ClCCl>[CH2:1]([S:3]([NH:6][C:13]([C:12]1[CH:16]=[CH:17][CH:18]=[C:10]([N+:7]([O-:9])=[O:8])[CH:11]=1)=[O:14])(=[O:5])=[O:4])[CH3:2] |f:2.3|. Procedure: The title compound was prepared in the same way as that described in Example 11, Step 1, using ethyl sulphonamide (3 g, 27.5 mmol), 3-nitrobenzoic acid (4.6 g, 27.5 mmol), 4-dimethylaminopyridine (3.36 g, 27.5 mmol), 1-[3-(dimethylamino)propyl]-3-ethyl carbodiimide hydrochloride (5.28 g, 27.5 mmol) and anhydrous dichloromethane (200 ml). The title compound (6 g, 84%) was afforded as a colourless solid. mp 178°-181° C. 1H NMR (360 MHz, D6 -DMSO) δ 1.28 (3H, t, J=7.4 Hz), 3.54 (2H, q, J=7.4 Hz), 7... Starting materials: C1CCNCC1, O=C(CCCOc1ccc2c(c1)CCN(C1CCC1)CC2)n1ccnc1, ClCCl. As a reaction SMILES: [CH2:1]1[CH2:2][CH2:3][NH:4][CH2:5][CH2:6]1.[CH:7]1([N:11]2[CH2:12][CH2:13][c:14]3[c:15]([cH:18][cH:19][c:20]([O:22][CH2:23][CH2:24][CH2:25][C:26](=[O:27])[n:28]4[cH:29][cH:30][n:31][cH:32]4)[cH:21]3)[CH2:16][CH2:17]2)[CH2:8][CH2:9][CH2:10]1.[Cl:33][CH2:34][Cl:35]>>[CH2:1]1[CH2:2][CH2:3][N:4]([C:26]([CH2:25][CH2:24][CH2:23][O:22][c:20]2[cH:19][cH:18][c:15]3[c:14]([cH:21]2)[CH2:13][CH2:12][N:11]([CH:7]2[CH2:8][CH2:9][CH2:10]2)[CH2:17][CH2:16]3)=[O:27])[CH2:5][CH2:6]1. Yields the product O=C(CCCOc1ccc2c(c1)CCN(C1CCC1)CC2)N1CCCCC1. The reactants are [Cl-], O=C(O)c1ccc(C(=O)Nc2ccc3[nH]nc(-c4ccc(F)cc4)c3c2)cc1, [NH4+], [NH4+], [OH-]. Yields the product NC(=O)c1ccc(C(=O)Nc2ccc3[nH]nc(-c4ccc(F)cc4)c3c2)cc1. RXN SMILES: [Cl-:29].[F:1][c:2]1[cH:3][cH:4][c:5](-[c:8]2[n:9][nH:10][c:11]3[cH:12][cH:13][c:14]([NH:17][C:18](=[O:19])[c:20]4[cH:21][cH:22][c:23]([C:24](=[O:25])[OH:26])[cH:27][cH:28]4)[cH:15][c:16]23)[cH:6][cH:7]1.[NH4+:30].[NH4+:31].[OH-:32]>>[F:1][c:2]1[cH:3][cH:4][c:5](-[c:8]2[n:9][nH:10][c:11]3[cH:12][cH:13][c:14]([NH:17][C:18](=[O:19])[c:20]4[cH:21][cH:22][c:23]([C:24](=[O:25])[NH2:30])[cH:27][cH:28]4)[cH:15][c:16]23)[cH:6][cH:7]1. Starting materials: C(C)(=O)C=1C=C(C#N)C=CC1O (3-acetyl-4-hydroxybenzonitrile), CCC(CC)=O (3-pentanone), N1CCCC1 (pyrrolidine). Run in C(C)(=O)OCC (ethyl acetate), C1(=CC=CC=C1)C (toluene). Run at time 3.5 hour. Product: C(C)C1(OC2=C(C(C1)=O)C=C(C=C2)C#N)CC (2,2-diethyl-3,4-dihydro-4-oxo-2H-1-benzopyran-6-carbonitrile). Reaction SMILES: [C:1]([C:4]1[CH:5]=[C:6]([CH:9]=[CH:10][C:11]=1[OH:12])[C:7]#[N:8])(=[O:3])[CH3:2].[CH3:13][CH2:14][C:15](=O)[CH2:16][CH3:17].N1CCCC1>C1(C)C=CC=CC=1.C(OCC)(=O)C>[CH2:14]([C:15]1([CH2:16][CH3:17])[CH2:2][C:1](=[O:3])[C:4]2[CH:5]=[C:6]([C:7]#[N:8])[CH:9]=[CH:10][C:11]=2[O:12]1)[CH3:13]. Reported procedure: To a suspension of 3-acetyl-4-hydroxybenzonitrile (10.48 g) and 3-pentanone (10.3 ml) in toluene (20 ml) was added pyrrolidine (2.7 ml) at ambient temperature. The reaction mixture was stirred overnight at the same temperature and for 3.5 hours under reflux, diluted with ethyl acetate, and then washed with water, 10% aqueous hydrochloric acid, saturated sodium bicarbonate solution and brine successively. The extract was dried over anhydrous magnesium sulfate and evaporated in vacuo. The residue ... The reactants are [BH3-]C#N, COC(=O)c1cc(C=O)c(C)o1, CO, [Na+], Nc1ccc(-c2ccccc2)cc1. The product is COC(=O)c1cc(CNc2ccc(-c3ccccc3)cc2)c(C)o1. Reaction SMILES: [C:26]([BH3-:27])#[N:28].[CH3:14][O:15][C:16](=[O:17])[c:18]1[o:19][c:20]([CH3:25])[c:21]([CH:23]=[O:24])[cH:22]1.[CH3:30][OH:31].[Na+:29].[c:1]1(-[c:8]2[cH:9][cH:10][cH:11][cH:12][cH:13]2)[cH:2][cH:3][c:4]([NH2:7])[cH:5][cH:6]1>>[c:1]1(-[c:8]2[cH:9][cH:10][cH:11][cH:12][cH:13]2)[cH:2][cH:3][c:4]([NH:7][CH2:23][c:21]2[c:20]([CH3:25])[o:19][c:18]([C:16]([O:15][CH3:14])=[O:17])[cH:22]2)[cH:5][cH:6]1.